From a dataset of the Open Reaction Database (ORD), a public repository of structured organic reaction records. describe an organic reaction: reactants, conditions, products, and yield Starting materials: C1CCOC1, CC(C)NC(C)C, CCc1nnn(C2C=CC(n3cnc4c(Cl)nc(Cl)nc43)C2)n1, NCC(c1ccccc1)c1ccccc1. Yields the product CCc1nnn(C2C=CC(n3cnc4c(NCC(c5ccccc5)c5ccccc5)nc(Cl)nc43)C2)n1. As a reaction SMILES: [CH2:46]1[O:47][CH2:48][CH2:49][CH2:50]1.[CH:24]([NH:25][CH:26]([CH3:27])[CH3:28])([CH3:29])[CH3:30].[Cl:1][c:2]1[n:3][c:4]([Cl:23])[c:5]2[n:6][cH:7][n:8]([CH:11]3[CH:12]=[CH:13][CH:14]([n:16]4[n:17][c:18]([CH2:21][CH3:22])[n:19][n:20]4)[CH2:15]3)[c:9]2[n:10]1.[c:31]1([CH:37]([CH2:38][NH2:39])[c:40]2[cH:41][cH:42][cH:43][cH:44][cH:45]2)[cH:32][cH:33][cH:34][cH:35][cH:36]1>>[Cl:1][c:2]1[n:3][c:4]([NH:39][CH2:38][CH:37]([c:31]2[cH:32][cH:33][cH:34][cH:35][cH:36]2)[c:40]2[cH:41][cH:42][cH:43][cH:44][cH:45]2)[c:5]2[n:6][cH:7][n:8]([CH:11]3[CH:12]=[CH:13][CH:14]([n:16]4[n:17][c:18]([CH2:21][CH3:22])[n:19][n:20]4)[CH2:15]3)[c:9]2[n:10]1. Yield: 65.0%. RXN SMILES: [NH2:1][C:2]1[C:11]([F:12])=[C:10](F)[C:9]([F:14])=[C:8]2[C:3]=1[C:4](=[O:21])[C:5]([C:18]([OH:20])=[O:19])=[CH:6][N:7]2[CH:15]1[CH2:17][CH2:16]1.[NH2:22][C@H:23]1[C@@H:27]([N:28]2[CH:32]=[CH:31][N:30]=[N:29]2)[CH2:26][NH:25][CH2:24]1>>[NH2:1][C:2]1[C:11]([F:12])=[C:10]([N:25]2[CH2:26][C@H:27]([N:28]3[CH:32]=[CH:31][N:30]=[N:29]3)[C@H:23]([NH2:22])[CH2:24]2)[C:9]([F:14])=[C:8]2[C:3]=1[C:4](=[O:21])[C:5]([C:18]([OH:20])=[O:19])=[CH:6][N:7]2[CH:15]1[CH2:17][CH2:16]1. Reported procedure: Prepared by following the same procedure as described for Example 17 by using 5-amino-1-cyclopropyl -6,7,8-trifluoro-1,4-dihydro-4-oxo-quinoline-3-carboxylic acid and cis-3-amino-4-(1,2,3-triazol-1-yl)pyrrolidine. Yield: 65%, m.p. 275°-277° C. 1H NMR (TFA) δ: 1.33-1.50 (m, 4H), 4.32-5.12 (m, 6H), 6.34 (m, 1H), 8.64 (s, 1H), 8.89 (s, 1H), 9.16 (s, 1H). Yields the product NC1=C2C(C(=CN(C2=C(C(=C1F)N1C[C@H]([C@H](C1)N1N=NC=C1)N)F)C1CC1)C(=O)O)=O (5-Amino-7-[cis-3-amino-4-(1,2,3-triazol-1-yl)-pyrrolidin -1-yl]-1-cyclopropyl-6,8-difluoro-1,4-dihydro-4-oxo -quinoline-3-carboxylic acid). The reactants are NC1=C2C(C(=CN(C2=C(C(=C1F)F)F)C1CC1)C(=O)O)=O (5-amino-1-cyclopropyl -6,7,8-trifluoro-1,4-dihydro-4-oxo-quinoline-3-carboxylic acid), N[C@@H]1CNC[C@@H]1N1N=NC=C1 (cis-3-amino-4-(1,2,3-triazol-1-yl)pyrrolidine).